From a dataset of the Open Reaction Database (ORD), a public repository of structured organic reaction records. describe an organic reaction: reactants, conditions, products, and yield Reactants: C(C)OC(C[C@H](N1C(C(CCC1)CCCC1=NC2=NC=CC=C2C=C1)=O)C1=CC(=CC=C1)F)=O (3(S)-(3-Fluorophenyl)-3-[3-(3-[1,8]naphthyridin-2-yl-propyl)-2-oxo-piperidin-1-yl]-propionic acid ethyl ester), [H][H] (hydrogen). Reagents/catalysts: [Pd].[C] (Pd carbon). The solvent is CCO (EtOH). The product is C(C)OC(C[C@H](N1C(C(CCC1)CCCC1=NC=2NCCCC2C=C1)=O)C1=CC(=CC=C1)F)=O (3(S)-(3-Fluorophenyl)-3-(2-oxo-3-[3-(5,6,7,8-tetrahydro-[1,8]naphthyridin-2-yl)-propyl]-piperidin-1-yl)-propionic acid ethyl ester). Reaction SMILES: [CH2:1]([O:3][C:4](=[O:34])[CH2:5][C@@H:6]([C:27]1[CH:32]=[CH:31][CH:30]=[C:29]([F:33])[CH:28]=1)[N:7]1[CH2:12][CH2:11][CH2:10][CH:9]([CH2:13][CH2:14][CH2:15][C:16]2[CH:25]=[CH:24][C:23]3[C:18](=[N:19][CH:20]=[CH:21][CH:22]=3)[N:17]=2)[C:8]1=[O:26])[CH3:2].[H][H]>CCO.[Pd].[C]>[CH2:1]([O:3][C:4](=[O:34])[CH2:5][C@@H:6]([C:27]1[CH:32]=[CH:31][CH:30]=[C:29]([F:33])[CH:28]=1)[N:7]1[CH2:12][CH2:11][CH2:10][CH:9]([CH2:13][CH2:14][CH2:15][C:16]2[CH:25]=[CH:24][C:23]3[CH2:22][CH2:21][CH2:20][NH:19][C:18]=3[N:17]=2)[C:8]1=[O:26])[CH3:2] |f:3.4|. Reported procedure: A mixture of 2-8 (400 mg, 0.86 mmol) and 10% Pd/carbon (1300 mg) in EtOH (10 mL) was stirred under a balloon of hydrogen for 6 h. Following filtration and evaporative removal of the solvent, the residue was chromatographed (silica gel, 70:25:5 chloroform/ethyl acetate/MeOH) to give 2-9 as a yellow oil.